This data is from the Open Reaction Database (ORD), a public repository of structured organic reaction records. The task is: describe an organic reaction: reactants, conditions, products, and yield Reactants: CI, CS(C)=O, [K+], [OH-], CC(O)C1CN(C(=O)c2cccc3ccccc23)CC1CN1CCC(c2ccc(F)cc2)CC1. Product: COC(C)C1CN(C(=O)c2cccc3ccccc23)CC1CN1CCC(c2ccc(F)cc2)CC1. As a reaction SMILES: [CH3:37][I:38].[CH3:39][S:40]([CH3:41])=[O:42].[K+:36].[OH-:35].[c:1]1([C:11](=[O:12])[N:13]2[CH2:14][CH:15]([CH2:21][N:22]3[CH2:23][CH2:24][CH:25]([c:28]4[cH:29][cH:30][c:31]([F:34])[cH:32][cH:33]4)[CH2:26][CH2:27]3)[CH:16]([CH:18]([CH3:19])[OH:20])[CH2:17]2)[cH:2][cH:3][cH:4][c:5]2[cH:6][cH:7][cH:8][cH:9][c:10]12>>[c:1]1([C:11](=[O:12])[N:13]2[CH2:14][CH:15]([CH2:21][N:22]3[CH2:23][CH2:24][CH:25]([c:28]4[cH:29][cH:30][c:31]([F:34])[cH:32][cH:33]4)[CH2:26][CH2:27]3)[CH:16]([CH:18]([CH3:19])[O:20][CH3:37])[CH2:17]2)[cH:2][cH:3][cH:4][c:5]2[cH:6][cH:7][cH:8][cH:9][c:10]12. Reactants: B, CSC, [Cl-], C=Cc1cc(NS(C)(=O)=O)cc2c1N(c1ccc(F)cc1)C(=O)C(C)(C)O2, [NH4+], [Na+], C1CCOC1, [OH-], OO. Product: CC1(C)Oc2cc(NS(C)(=O)=O)cc(CCO)c2N(c2ccc(F)cc2)C1=O. As a reaction SMILES: [BH3:31].[CH3:28][S:29][CH3:30].[Cl-:36].[F:1][c:2]1[cH:3][cH:4][c:5]([N:8]2[C:9](=[O:27])[C:10]([CH3:25])([CH3:26])[O:11][c:12]3[c:13]2[c:14]([CH:23]=[CH2:24])[cH:15][c:16]([NH:18][S:19](=[O:20])(=[O:21])[CH3:22])[cH:17]3)[cH:6][cH:7]1.[NH4+:37].[Na+:35].[O:38]1[CH2:39][CH2:40][CH2:41][CH2:42]1.[OH-:34].[OH:32][OH:33]>>[F:1][c:2]1[cH:3][cH:4][c:5]([N:8]2[C:9](=[O:27])[C:10]([CH3:25])([CH3:26])[O:11][c:12]3[c:13]2[c:14]([CH2:23][CH2:24][OH:32])[cH:15][c:16]([NH:18][S:19](=[O:20])(=[O:21])[CH3:22])[cH:17]3)[cH:6][cH:7]1.